From a dataset of the Open Reaction Database (ORD), a public repository of structured organic reaction records. describe an organic reaction: reactants, conditions, products, and yield Reactants: CCC(C)=O, Cc1csc(P(=O)([O-])c2cccc(S(C)=O)c2)c1, CC=CN(C(=O)OC(CCl)=NOC)c1ccccc1, [I-], [K+], [K+]. Yields the product CC=CN(C(=O)OC(COP(=O)(c1cccc(S(C)=O)c1)c1cc(C)cs1)=NOC)c1ccccc1. Reaction SMILES: [CH2:41]([C:42]([CH3:43])=[O:44])[CH3:45].[CH3:20][S:21](=[O:22])[c:23]1[cH:24][c:25]([P:29]([O-:30])(=[O:31])[c:32]2[s:33][cH:34][c:35]([CH3:37])[cH:36]2)[cH:26][cH:27][cH:28]1.[Cl:1][CH2:2][C:3](=[N:4][O:5][CH3:6])[O:7][C:8]([N:9]([CH:10]=[CH:11][CH3:12])[c:13]1[cH:14][cH:15][cH:16][cH:17][cH:18]1)=[O:19].[I-:40].[K+:38].[K+:39]>>[CH2:2]([C:3](=[N:4][O:5][CH3:6])[O:7][C:8]([N:9]([CH:10]=[CH:11][CH3:12])[c:13]1[cH:14][cH:15][cH:16][cH:17][cH:18]1)=[O:19])[O:31][P:29]([c:25]1[cH:24][c:23]([S:21]([CH3:20])=[O:22])[cH:28][cH:27][cH:26]1)(=[O:30])[c:32]1[s:33][cH:34][c:35]([CH3:37])[cH:36]1. The solvent is CN(C)C=O (DMF). Reaction SMILES: [C:1](=O)([O-])[O-].[K+].[K+].IC.[CH3:9][C:10]1[CH:11]=[CH:12][C:13]2[NH:18][N:17]=[C:16]([C:19]([O:21][CH3:22])=[O:20])[S:15](=[O:24])(=[O:23])[C:14]=2[CH:25]=1.C(Cl)Cl>CN(C=O)C>[CH3:1][N:18]1[C:13]2[CH:12]=[CH:11][C:10]([CH3:9])=[CH:25][C:14]=2[S:15](=[O:23])(=[O:24])[C:16]([C:19]([O:21][CH3:22])=[O:20])=[N:17]1 |f:0.1.2|. Reported procedure: Potassium carbonate (2.25 g) and iodomethane (0.60 g) is added to a solution of methyl 6-methyl-1H-4,1,2-benzothiadiazine-3-carboxylate 4,4-dioxide (Preparation 39, 0.83 g) in DMF (20 mL). The mixture is stirred at room temperature for 5 hours and then added to CH2Cl2 (120 mL) and washed with water (4×100 mL). The organic layer is dried with Na2SO4, filtered and the solvent evaporated. The crude solid is recrystallized (1% CH2Cl2/MeOH) to obtain 0.74 g (85%) of the title compound as a yellow cry... The product is CN1N=C(S(C2=C1C=CC(=C2)C)(=O)=O)C(=O)OC (Methyl 1,6-Dimethyl-1H-4,1,2-benzothiadiazine-3-carboxylate 4,4-Dioxide). The yield is 84.5%. Starting materials: C(Cl)Cl (CH2Cl2), C([O-])([O-])=O.[K+].[K+] (Potassium carbonate), IC (iodomethane), CC=1C=CC2=C(S(C(=NN2)C(=O)OC)(=O)=O)C1 (methyl 6-methyl-1H-4,1,2-benzothiadiazine-3-carboxylate 4,4-dioxide). Run at time 5 hour. Reactants: CC(C)C(=O)Cl, CCOC(=O)CN, ClCCl, Cl. The product is CCOC(=O)CNC(=O)C(C)C. RXN SMILES: [C:9]([CH:10]([CH3:11])[CH3:12])(=[O:13])[Cl:14].[CH2:2]([CH3:3])[O:4][C:5]([CH2:6][NH2:7])=[O:8].[Cl:15][CH2:16][Cl:17].[ClH:1]>>[CH2:2]([CH3:3])[O:4][C:5]([CH2:6][NH:7][C:9]([CH:10]([CH3:11])[CH3:12])=[O:13])=[O:8]. Starting materials: CC1(C(C1C=CC(=O)OCCC)C(=O)O)C (2,2-dimethyl-3-(3-propoxy-3-oxo-1-propenyl)-cyclopropane-carboxylic acid), (RS) α-cyano-(3-benzoyl-phenyl)-methanol. The solvent is C1(=CC=CC=C1)C (toluene). Yields the product CC1(C(C1C=CC(=O)OCCC)C(=O)O)C (2,2-dimethyl-3-(3-propoxy-3-oxo-1-propenyl)-cyclopropane-carboxylic acid), CC1(C(C1C=CC(=O)OC)C(=O)[O-])C (2,2-dimethyl-3-(3-methoxy-3-oxo-1-propenyl)-cyclopropane-carboxylate). As a reaction SMILES: [CH3:1][C:2]1([CH3:16])[CH:4]([CH:5]=[CH:6][C:7]([O:9][CH2:10][CH2:11][CH3:12])=[O:8])[CH:3]1[C:13]([OH:15])=[O:14]>C1(C)C=CC=CC=1>[CH3:16][C:2]1([CH3:1])[CH:4]([CH:5]=[CH:6][C:7]([O:9][CH2:10][CH2:11][CH3:12])=[O:8])[CH:3]1[C:13]([OH:15])=[O:14].[CH3:1][C:2]1([CH3:16])[CH:4]([CH:5]=[CH:6][C:7]([O:9][CH3:10])=[O:8])[CH:3]1[C:13]([O-:15])=[O:14]. Procedure: Using the procedure of Example 9, (1R, cis ΔZ) 2,2-dimethyl-3-(3-methoxy-3-oxo-1-propenyl)-cyclopropane-carboxylic acid and (RS) α-cyano-(3-benzoyl-phenyl)-methanol were reacted to obtain (RS) α-cyano-(3-benzoyl-phenyl)-methyl (1R, cis ΔZ) 2,2-dimethyl-3-(3-methoxy-3-oxo-1-propenyl)-cyclopropane-carboxylate with a specific rotation of [α]D20 =+43°±1° (c=1% in toluene). The reactants are C(C)(C)(C)OC(=O)CCC1=CC=C(OCC=2C=C(C=CC2)C=2C(=CC=CC2)C(=O)O)C=C1 (3′-[4-(2-tert-butoxycarbonylethyl)phenoxymethyl]biphenyl-2-carboxylic acid), [NH4+].ON1N=NC2=C1C=CC=C2 (1-hydroxybenzotriazole ammonium salt). Product: NC(=O)C1=C(C=CC=C1)C1=CC(=CC=C1)COC1=CC=C(C=C1)CCC(=O)O (3-(4-((2′-(aminocarbonyl)biphenyl-3-yl)methoxy)phenyl)propanoic acid), crystals. Yield: 66.0%. As a reaction SMILES: C([O:5][C:6]([CH2:8][CH2:9][C:10]1[CH:32]=[CH:31][C:13]([O:14][CH2:15][C:16]2[CH:17]=[C:18]([C:22]3[C:23]([C:28](O)=[O:29])=[CH:24][CH:25]=[CH:26][CH:27]=3)[CH:19]=[CH:20][CH:21]=2)=[CH:12][CH:11]=1)=[O:7])(C)(C)C.[NH4+].O[N:35]1C2C=CC=CC=2N=N1>>[NH2:35][C:28]([C:23]1[CH:24]=[CH:25][CH:26]=[CH:27][C:22]=1[C:18]1[CH:19]=[CH:20][CH:21]=[C:16]([CH2:15][O:14][C:13]2[CH:31]=[CH:32][C:10]([CH2:9][CH2:8][C:6]([OH:5])=[O:7])=[CH:11][CH:12]=2)[CH:17]=1)=[O:29] |f:1.2|. Reported procedure: The title compound was synthesized in the same manner as in Example 285 from 3′-[4-(2-tert-butoxycarbonylethyl)phenoxymethyl]biphenyl-2-carboxylic acid and 1-hydroxybenzotriazole ammonium salt. colorless crystals (yield 66%). MS (APCI−): 374 (M−H). Reactants: FC(C(=O)OI(OC(C(F)(F)F)=O)C1=CC=CC=C1)(F)F ((bis(trifluoroacetoxy)iodo)benzene), CC(=O)C1=CC=C(C=C1)OC (4-Methoxyacetophenone), C(C)#N (acetonitrile), FC(C(=O)O)(F)F (trifluoroacetic acid). The solvent is O (water). Yields the product OCC(=O)C1=CC=C(C=C1)OC (2-hydroxy-1-(4-methoxyphenyl)ethanone). Yield: 54.2%. As a reaction SMILES: [CH3:1][C:2]([C:4]1[CH:9]=[CH:8][C:7]([O:10][CH3:11])=[CH:6][CH:5]=1)=[O:3].C(#N)C.FC(F)(F)C(O)=[O:18].FC(F)(F)C(OI(C1C=CC=CC=1)OC(=O)C(F)(F)F)=O>O>[OH:18][CH2:1][C:2]([C:4]1[CH:9]=[CH:8][C:7]([O:10][CH3:11])=[CH:6][CH:5]=1)=[O:3]. Reported procedure: 4-Methoxyacetophenone (10 g; 66.59 mmol) was added to a solution of acetonitrile (350 ml), water (70 ml) and trifluoroacetic acid (TFA) (10.26 ml; 133.20 mmol). Then (bis(trifluoroacetoxy)iodo)benzene was added, and the reaction mixture was heated under reflux for 3 h. The acetonitrile was then stripped off in a rotary evaporator, and the reaction mixture was partitioned in NaHCO3 solution/CH2Cl2. After extraction with CH2Cl2 (2×), the combined organic phases were dried over MgSO4, and the solve... Starting materials: CCCCCCC (heptane), CCCCCCC (heptane), OS(=O)(=O)O.O=S(=O)=O (oleum), OS(=O)(=O)O.O=S(=O)=O (oleum). The reagents and catalysts are [Cl-].[Al+3].[Cl-].[Cl-] (aluminum chloride). Run in [N+](=O)([O-])C1=CC=CC=C1 (nitrobenzene). The product is disulfonic acid, C(CCCCCCCCCCC)C=1C(=C(C(=C2C=CC=CC12)S(=O)(=O)O)S(=O)(=O)O)CCCCCCCCCCCC (didodecylnaphthalene disulfonic acid). Reaction SMILES: O[S:2]([OH:5])(=[O:4])=[O:3].[O:6]=[S:7](=[O:9])=[O:8].[CH3:10][CH2:11][CH2:12][CH2:13][CH2:14][CH2:15][CH3:16]>[Cl-].[Al+3].[Cl-].[Cl-].[N+](C1C=CC=CC=1)([O-])=O>[CH2:12]([C:11]1[C:12]([CH2:11][CH2:10][CH2:10][CH2:11][CH2:12][CH2:13][CH2:14][CH2:15][CH2:16][CH2:13][CH2:14][CH3:15])=[C:13]([S:7]([OH:9])(=[O:8])=[O:6])[C:14]([S:2]([OH:5])(=[O:4])=[O:3])=[C:15]2[C:10]=1[CH:12]=[CH:11][CH:10]=[CH:16]2)[CH2:13][CH2:14][CH2:15][CH2:16][CH2:10][CH2:11][CH2:12][CH2:13][CH2:14][CH2:15][CH3:16] |f:0.1,3.4.5.6|. Reported procedure: This example shows the feasibility of producing a heavy-phase concentrate of didodecylnaphthalene disulfonic acid using the double-sulfonation and controlled washing technique described above. 211 grams of didodecylnaphthalene synthesized by the alkylation of naphthalene with tetrapropylene using aluminum chloride catalyst and nitrobenzene solvent was diluted with an equal weight of heptane. This solution of "DDN" in heptane was sulfonated in two treats with 122 grams of 20% oleum per treat. Aft... The reactants are NC1(CCC1)C1=CC=C(C=C1)C=1C(=CC2=C(OCC(N2CCC#N)=O)N1)C1=CC=CC=C1 (3-(6-(4-(1-aminocyclobutyl)phenyl)-2-oxo-7-phenyl-2,3-dihydro-1H-pyrido[2,3-b][1,4]oxazin-1-yl)propanenitrile), C(C)(C)(C)OC(NC1(CCC1)C1=CC=C(C=C1)C=1C(=CC2=C(OCC(N2CCCCC#N)=O)N1)C1=CC=CC=C1)=O (tert-butyl(1-(4-(1-(4-cyanobutyl)-2-oxo-7-phenyl-2,3-dihydro-1H-pyrido[2,3-b][1,4]oxazin-6-yl)phenyl)cyclobutyl)carbamate). Procedure: Following the procedure for 3-(6-(4-(1-aminocyclobutyl)phenyl)-2-oxo-7-phenyl-2,3-dihydro-1H-pyrido[2,3-b][1,4]oxazin-1-yl)propanenitrile, tert-butyl(1-(4-(1-(4-cyanobutyl)-2-oxo-7-phenyl-2,3-dihydro-1H-pyrido[2,3-b][1,4]oxazin-6-yl)phenyl)cyclobutyl)carbamate (15 mg, 0.029 mmol) was reacted to afford the title compound (8.5 mg). 1H NMR (500 MHz, CD3OD): 7.28-7.42 (m, 8H), 7.18 (m, 2H), 5.08 (dd, 1H), 3.84-3.93 (m, 2H), 2.73-2.79 (m, 2H), 2.55-2.61 (m, 2H), 2.25-2.29 (m, 2H), 2.15-2.24 (m, 1H), ... The product is NC1(CCC1)C1=CC=C(C=C1)C=1C(=CC2=C(OC(C(N2)=O)CCO)N1)C1=CC=CC=C1 (6-(4-(1-aminocyclobutyl)phenyl)-3-(2-hydroxyethyl)-7-phenyl-1H-pyrido[2,3-b][1,4]oxazin-2(3H)-one). RXN SMILES: [NH2:1][C:2]1([C:6]2[CH:11]=[CH:10][C:9]([C:12]3[C:13]([C:27]4[CH:32]=[CH:31][CH:30]=[CH:29][CH:28]=4)=[CH:14][C:15]4[N:20](CCC#N)[C:19](=[O:25])[CH2:18][O:17][C:16]=4[N:26]=3)=[CH:8][CH:7]=2)[CH2:5][CH2:4][CH2:3]1.[C:33]([O:37]C(=O)NC1(C2C=CC(C3C(C4C=CC=CC=4)=CC4N(CCCCC#N)C(=O)COC=4N=3)=CC=2)CCC1)(C)(C)[CH3:34]>>[NH2:1][C:2]1([C:6]2[CH:7]=[CH:8][C:9]([C:12]3[C:13]([C:27]4[CH:28]=[CH:29][CH:30]=[CH:31][CH:32]=4)=[CH:14][C:15]4[NH:20][C:19](=[O:25])[CH:18]([CH2:34][CH2:33][OH:37])[O:17][C:16]=4[N:26]=3)=[CH:10][CH:11]=2)[CH2:3][CH2:4][CH2:5]1. The reactants are CCCC[N+](CCCC)(CCCC)CCCC, CC(C)CC(=O)O, O=S(=O)(Cl)OCCl, ClCCl, [Na+], O=C([O-])O, O, O=S(=O)([O-])O. The product is CC(C)CC(=O)OCCl. RXN SMILES: [CH2:25]([N+:26]([CH2:27][CH2:28][CH2:29][CH3:30])([CH2:31][CH2:32][CH2:33][CH3:34])[CH2:35][CH2:36][CH2:37][CH3:38])[CH2:39][CH2:40][CH3:41].[CH3:1][CH:2]([CH3:3])[CH2:4][C:5]([OH:6])=[O:7].[Cl:13][CH2:14][O:15][S:16]([Cl:17])(=[O:18])=[O:19].[Cl:43][CH2:44][Cl:45].[Na+:12].[O-:8][C:9]([OH:10])=[O:11].[OH2:42].[S:20]([O-:21])([OH:22])(=[O:23])=[O:24]>>[CH3:1][CH:2]([CH3:3])[CH2:4][C:5]([O:6][CH2:14][Cl:13])=[O:7]. Starting materials: [N+](=O)([O-])[O-].[K+] (Potassium nitrate), FC1=C(C(=O)O)C=CC(=C1F)F (2,3,4-Trifluorobenzoic acid), ice water. Solvent: S(O)(O)(=O)=O (sulfuric acid). Conditions: time 2 day. The product is FC1=C(C(=O)O)C=C(C(=C1F)F)[N+](=O)[O-] (2,3,4-Trifluoro-5-nitrobenzoic Acid). Isolated yield 97.5%. Reaction SMILES: [F:1][C:2]1[C:10]([F:11])=[C:9]([F:12])[CH:8]=[CH:7][C:3]=1[C:4]([OH:6])=[O:5].[N+:13]([O-])([O-:15])=[O:14].[K+]>S(=O)(=O)(O)O>[F:1][C:2]1[C:10]([F:11])=[C:9]([F:12])[C:8]([N+:13]([O-:15])=[O:14])=[CH:7][C:3]=1[C:4]([OH:6])=[O:5] |f:1.2|. Reported procedure: 2,3,4-Trifluorobenzoic acid (2.5 g) was dissolved in concentrated sulfuric acid (15 ml). Potassium nitrate (1.62 g) was added to the solution under ice cooling. The temperature of the reaction mixture was (given back to room temperature to conduct stirring for 2 days. The reaction mixture was poured into ice water (300 ml) and extracted with ether (200 ml). An organic layer was dried and concentrated. Hexane was added to the residue to conduct filtration, thereby obtaining the title compound (3....